From a dataset of the Open Reaction Database (ORD), a public repository of structured organic reaction records. describe an organic reaction: reactants, conditions, products, and yield Reactants: [BH4-], C1CCOC1, COC(=O)C1CCN(CCCOc2ccc(-n3nc4ccccc4c3Cl)cc2)CC1, [Na+]. The product is OCC1CCN(CCCOc2ccc(-n3nc4ccccc4c3Cl)cc2)CC1. As a reaction SMILES: [BH4-:31].[CH2:33]1[O:34][CH2:35][CH2:36][CH2:37]1.[Cl:1][c:2]1[n:3](-[c:11]2[cH:12][cH:13][c:14]([O:15][CH2:16][CH2:17][CH2:18][N:19]3[CH2:20][CH2:21][CH:22]([C:25](=[O:26])[O:27][CH3:28])[CH2:23][CH2:24]3)[cH:29][cH:30]2)[n:4][c:5]2[cH:6][cH:7][cH:8][cH:9][c:10]12.[Na+:32]>>[Cl:1][c:2]1[n:3](-[c:11]2[cH:12][cH:13][c:14]([O:15][CH2:16][CH2:17][CH2:18][N:19]3[CH2:20][CH2:21][CH:22]([CH2:25][OH:26])[CH2:23][CH2:24]3)[cH:29][cH:30]2)[n:4][c:5]2[cH:6][cH:7][cH:8][cH:9][c:10]12. Reactants: Cl.COC([C@@H](N)CC1=CC=C(C=C1)OCC1=CC=CC=C1)=O (O-benzyl-L-tyrosine methyl ester hydrochloride), C(C)(=O)SCC(C(=O)O)CC1=CC=CC=C1 (3-acetylthio-2-benzylpropionic acid), solid, solid. Run in CO (MeOH), CO (MeOH). The product is COC([C@@H](NC(C(CSC(C)=O)CC1=CC=CC=C1)=O)CC1=CC=C(C=C1)OCC1=CC=CC=C1)=O (N-(3-Acetylthio-2-benzylpropionyl)-O-benzyl-L-tyrosine Methyl Ester). RXN SMILES: Cl.[CH3:2][O:3][C:4](=[O:22])[C@H:5]([CH2:7][C:8]1[CH:13]=[CH:12][C:11]([O:14][CH2:15][C:16]2[CH:21]=[CH:20][CH:19]=[CH:18][CH:17]=2)=[CH:10][CH:9]=1)[NH2:6].[C:23]([S:26][CH2:27][CH:28]([CH2:32][C:33]1[CH:38]=[CH:37][CH:36]=[CH:35][CH:34]=1)[C:29](O)=[O:30])(=[O:25])[CH3:24]>CO>[CH3:2][O:3][C:4](=[O:22])[C@H:5]([CH2:7][C:8]1[CH:13]=[CH:12][C:11]([O:14][CH2:15][C:16]2[CH:17]=[CH:18][CH:19]=[CH:20][CH:21]=2)=[CH:10][CH:9]=1)[NH:6][C:29](=[O:30])[CH:28]([CH2:32][C:33]1[CH:34]=[CH:35][CH:36]=[CH:37][CH:38]=1)[CH2:27][S:26][C:23](=[O:25])[CH3:24] |f:0.1|. Procedure details: React O-benzyl-L-tyrosine methyl ester hydrochloride (2.,7 g) and 3-acetylthio-2-benzylpropionic acid (2.05 g) in a manner similar to that described in Example 1, Step 1 to give a yellow-orange oil. Chromatograph this oil on a column of silica gel (2.5L) and elute with CH2Cl2 :ethyl acetate 98:2 to give Isomer A, a white solid (0.84 g) m.p. 108°-109°; [α]D26 =-39.8° (MeOH); overlap Isomer A and Isomer B (0.80 g); and Isomer B, white solid (0.45 g), m.p. 92°-93°, [α]D26 =+19.2° (MeOH). Reactants: N(=NC(=O)OCC)C(=O)OCC (diethyl azodicarboxylate), OC1=C(C(=O)OC)C=CC(=C1)N(C)C (methyl 2-hydroxy-4-(N,N-dimethylamino)benzoate), OC1CCN(CC1)C(=O)OC(C)(C)C (4-hydroxy-1-tert-butoxycarbonylpiperidine), C1(=CC=CC=C1)P(C1=CC=CC=C1)C1=CC=CC=C1 (triphenylphosphine). The solvent is C1CCOC1 (THF). Run at time 8 hour. Yields the product C(C)(C)(C)OC(=O)N1CCC(CC1)OC1=C(C(=O)OC)C=CC(=C1)N(C)C (Methyl 2-(1-tert-butoxycarbonylpiperidin-4-yloxy)-4-(N,N-dimethylamino)-benzoate). The yield is 36.7%. RXN SMILES: [OH:1][C:2]1[CH:11]=[C:10]([N:12]([CH3:14])[CH3:13])[CH:9]=[CH:8][C:3]=1[C:4]([O:6][CH3:7])=[O:5].O[CH:16]1[CH2:21][CH2:20][N:19]([C:22]([O:24][C:25]([CH3:28])([CH3:27])[CH3:26])=[O:23])[CH2:18][CH2:17]1.C1(P(C2C=CC=CC=2)C2C=CC=CC=2)C=CC=CC=1.N(C(OCC)=O)=NC(OCC)=O>C1COCC1>[C:25]([O:24][C:22]([N:19]1[CH2:20][CH2:21][CH:16]([O:1][C:2]2[CH:11]=[C:10]([N:12]([CH3:13])[CH3:14])[CH:9]=[CH:8][C:3]=2[C:4]([O:6][CH3:7])=[O:5])[CH2:17][CH2:18]1)=[O:23])([CH3:28])([CH3:26])[CH3:27]. Procedure details: To a mixture of methyl 2-hydroxy-4-(N,N-dimethylamino)benzoate (7.809 g, 40 mmol), 4-hydroxy-1-tert-butoxycarbonylpiperidine (8.048 g, 40 mmol), triphenylphosphine (11.02 g, 42 mmol), and THF (250 mL) at 0° C. was added diethyl azodicarboxylate (7.1 mL, 45.1 mmol), dropwise. The reaction was warmed to room temperature and stirred overnight. The reaction was concentrated, chromatographed (hexane to 30% EtOAc/hexane), and triturated with ether/hexane to give the desired product as a white solid (5... Reactants: O1CCC(CC1)NC=1N=CC2=C(N1)SC(=C2)C(C2=C(C=CC=C2)F)=O (2-(tetrahydropyran-4-ylamino)-6-(2-fluorobenzoyl)thieno[2,3-d]pyrimidine), [BH4-].[Na+] (sodium borohydride), C(C)(=O)OCC (Ethyl acetate). Solvent: C(C)O (ethanol). Conditions: time 8 hour. Product: O1CCC(CC1)NC=1N=CC2=C(N1)SC(=C2)C(O)C2=C(C=CC=C2)F (2-(tetrahydropyran-4-ylamino)-6-[(2-fluorophenyl)hydroxylmethyl]thieno[2,3-d]pyrimidine). The yield is 46.4%. Reaction SMILES: [O:1]1[CH2:6][CH2:5][CH:4]([NH:7][C:8]2[N:9]=[CH:10][C:11]3[CH:16]=[C:15]([C:17](=[O:25])[C:18]4[CH:23]=[CH:22][CH:21]=[CH:20][C:19]=4[F:24])[S:14][C:12]=3[N:13]=2)[CH2:3][CH2:2]1.[BH4-].[Na+].C(OCC)(=O)C>C(O)C>[O:1]1[CH2:2][CH2:3][CH:4]([NH:7][C:8]2[N:9]=[CH:10][C:11]3[CH:16]=[C:15]([CH:17]([C:18]4[CH:23]=[CH:22][CH:21]=[CH:20][C:19]=4[F:24])[OH:25])[S:14][C:12]=3[N:13]=2)[CH2:5][CH2:6]1 |f:1.2|. Procedure details: To a solution of 2-(tetrahydropyran-4-ylamino)-6-(2-fluorobenzoyl)thieno[2,3-d]pyrimidine (300 mg) in ethanol (30 mL) was added sodium borohydride (0.4 g) at room temperature and stirred overnight. Ethyl acetate (50 mL) was added to the reaction mixture. The organic layer was separated, washed with brine, dried, and evaporated. Purification by preparative TLC (silica gel, 50% EtOAc/hexanes) gave 140 mg of the alcohol. MS: 360.2 (M+H). Reactants: S(O)(O)(=O)=O (sulfuric acid), CC(C)=NO (Propane-2-one oxime), C(CCC)[Li] (n-Butyl lithium), COC(C1=CC(=C(C=C1)C)C1=CC2=C(N=C(N=C2)SC)N(C1=O)C)=O (4-methyl-3-(8-methyl-2-methylsulfanyl-7-oxo-7,8-dihydro-pyrido[2,3-d]pyrimidin-6-yl)-benzoic acid methyl ester), [OH-].[Na+] (NaOH). Run in C1CCOC1 (THF). Reaction conditions: temperature 0 celsius, time 30 minute. Yields the product CN1C(C(=CC2=C1N=C(N=C2)SC)C2=C(C=CC(=C2)C2=CC(=NO2)C)C)=O (8-methyl-6-[2-methyl-5-(3-methyl-isoxazol-5-yl)-phenyl]-2-methylsulfanyl-8H-pyrido[2,3-d]pyrimidin-7-one). Isolated yield 3.8%. RXN SMILES: [CH3:1][C:2](=[N:4][OH:5])[CH3:3].C([Li])CCC.CO[C:13](=O)[C:14]1[CH:19]=[CH:18][C:17]([CH3:20])=[C:16]([C:21]2[C:32](=[O:33])[N:31]([CH3:34])[C:24]3[N:25]=[C:26]([S:29][CH3:30])[N:27]=[CH:28][C:23]=3[CH:22]=2)[CH:15]=1.S(=O)(=O)(O)O.[OH-].[Na+]>C1COCC1>[CH3:34][N:31]1[C:24]2[N:25]=[C:26]([S:29][CH3:30])[N:27]=[CH:28][C:23]=2[CH:22]=[C:21]([C:16]2[CH:15]=[C:14]([C:13]3[O:5][N:4]=[C:2]([CH3:3])[CH:1]=3)[CH:19]=[CH:18][C:17]=2[CH3:20])[C:32]1=[O:33] |f:4.5|. Reported procedure: Propane-2-one oxime (62 mg, 0.844 mmol) was dissolved in 2 mL THF and cooled to 0° C. under nitrogen. n-Butyl lithium (0.68 mL of 2.5 M solution in hexanes, 1.688 mmol) was added slowly, so that the reaction temperature remained below 5° C. After stirring for 30 minutes, 4-methyl-3-(8-methyl-2-methylsulfanyl-7-oxo-7,8-dihydro-pyrido[2,3-d]pyrimidin-6-yl)-benzoic acid methyl ester (200 mg, 0.56 mmol) was added, and the reaction mixture was stirred at 0° C. for one hour. Concentrated sulfuric acid... Reactants: C(C)(=O)OCC=1C(=C(N)C(=C(C1I)C(=O)NCC(COC(C)=O)OC(C)=O)I)I (3-acetoxymethyl-5-(2,3-diacetoxypropylaminocarbonyl)-2,4,6-triiodoaniline), C(=O)(Cl)Cl (phosgene), C(C)(=O)OC(CNC(=O)C=1C(=C(N)C(=C(C1I)C(=O)NCC(COC(C)=O)OC(C)=O)I)I)COC(C)=O (3,5-Bis(2,3-diacetoxypropylaminocarbonyl)-2,4,6-triiodoaniline). Product: C(C)(=O)OCC=1C(=C(C(=C(C1I)C(=O)NCC(COC(C)=O)OC(C)=O)I)NC(=O)NC1=C(C(=C(C(=C1I)C(=O)NCC(COC(C)=O)OC(C)=O)I)C(=O)NCC(COC(C)=O)OC(C)=O)I)I (N-[3-acetoxymethyl-5-(2,3-diacetoxypropylaminocarbonyl)-2,4,6-triiodophenyl]-N′[3,5-bis(2,3-diacetoxypropylaminocarbonyl)-2,4,6-triiodophenyl]urea). Reagents/catalysts: [Hg](OC(=O)C(F)(F)F)OC(=O)C(F)(F)F (Hg(OCOCF3)2). Procedure details: 3,5-Bis(2,3-diacetoxypropylaminocarbonyl)-2,4,6-triiodoaniline (260 mg, 0.30 mmol) was dissolved in dioxane (1.0 ml) and a solution of phosgene in toluene (1.93 M, 1.8 ml) was added. The flask was tightly sealed and then heated to 60° C. for 17 h. After cooling to room temperature, the solvent was distilled off at reduced pressure. Dioxane (3 ml) was added and distilled off again. This procedure was repeated twice. Dioxane (1 ml) was added followed by 3-acetoxymethyl-5-(2,3-diacetoxypropylaminoc... Reaction conditions: temperature 60 celsius, time 16 hour. The solvent is C1(=CC=CC=C1)C (toluene), O1CCOCC1 (dioxane). RXN SMILES: [C:1]([O:4][CH:5]([CH2:34][O:35][C:36](=[O:38])[CH3:37])[CH2:6][NH:7][C:8]([C:10]1[C:11]([I:33])=[C:12]([C:14]([I:32])=[C:15]([C:18]([NH:20][CH2:21][CH:22]([O:28][C:29](=[O:31])[CH3:30])[CH2:23][O:24][C:25](=[O:27])[CH3:26])=[O:19])[C:16]=1[I:17])[NH2:13])=[O:9])(=[O:3])[CH3:2].[C:39](Cl)(Cl)=[O:40].[C:43]([O:46][CH2:47][C:48]1[C:49]([I:71])=[C:50]([C:52]([I:70])=[C:53]([C:56]([NH:58][CH2:59][CH:60]([O:66][C:67](=[O:69])[CH3:68])[CH2:61][O:62][C:63](=[O:65])[CH3:64])=[O:57])[C:54]=1[I:55])[NH2:51])(=[O:45])[CH3:44]>O1CCOCC1.C1(C)C=CC=CC=1.[Hg](OC(C(F)(F)F)=O)OC(C(F)(F)F)=O>[C:43]([O:46][CH2:47][C:48]1[C:49]([I:71])=[C:50]([NH:51][C:39]([NH:13][C:12]2[C:11]([I:33])=[C:10]([C:8]([NH:7][CH2:6][CH:5]([O:4][C:1](=[O:3])[CH3:2])[CH2:34][O:35][C:36](=[O:38])[CH3:37])=[O:9])[C:16]([I:17])=[C:15]([C:18]([NH:20][CH2:21][CH:22]([O:28][C:29](=[O:31])[CH3:30])[CH2:23][O:24][C:25](=[O:27])[CH3:26])=[O:19])[C:14]=2[I:32])=[O:40])[C:52]([I:70])=[C:53]([C:56]([NH:58][CH2:59][CH:60]([O:66][C:67](=[O:69])[CH3:68])[CH2:61][O:62][C:63](=[O:65])[CH3:64])=[O:57])[C:54]=1[I:55])(=[O:45])[CH3:44]. Reactants: C([O-])([O-])=O.[K+].[K+] (Potassium carbonate), O (water), ClC1=NC(=NC(=C1)CCC)S(=O)(=O)C (4-chloro-2-methanesulfonyl-6-propyl-pyrimidine), C(C)(C)C=1C=C(C=CC1)B(O)O (3-isopropyl-phenylboronic acid). Reagents/catalysts: C=1C=CC(=CC1)[P](C=2C=CC=CC2)(C=3C=CC=CC3)[Pd]([P](C=4C=CC=CC4)(C=5C=CC=CC5)C=6C=CC=CC6)([P](C=7C=CC=CC7)(C=8C=CC=CC8)C=9C=CC=CC9)[P](C=1C=CC=CC1)(C=1C=CC=CC1)C=1C=CC=CC1 (tetrakis(triphenylphosphine)palladium). Solvent: C(OC)COC (dimethoxyethane). Product: C(C)(C)C=1C=C(C=CC1)C1=NC(=NC(=C1)CCC)S(=O)(=O)C (4-(3-isopropyl-phenyl)-2-methanesulfonyl-6-propyl-pyrimidine). Isolated yield 23.9%. RXN SMILES: C(=O)([O-])[O-].[K+].[K+].O.Cl[C:9]1[CH:14]=[C:13]([CH2:15][CH2:16][CH3:17])[N:12]=[C:11]([S:18]([CH3:21])(=[O:20])=[O:19])[N:10]=1.[CH:22]([C:25]1[CH:26]=[C:27](B(O)O)[CH:28]=[CH:29][CH:30]=1)([CH3:24])[CH3:23]>C(COC)OC.C1C=CC([P]([Pd]([P](C2C=CC=CC=2)(C2C=CC=CC=2)C2C=CC=CC=2)([P](C2C=CC=CC=2)(C2C=CC=CC=2)C2C=CC=CC=2)[P](C2C=CC=CC=2)(C2C=CC=CC=2)C2C=CC=CC=2)(C2C=CC=CC=2)C2C=CC=CC=2)=CC=1>[CH:22]([C:25]1[CH:30]=[C:29]([C:9]2[CH:14]=[C:13]([CH2:15][CH2:16][CH3:17])[N:12]=[C:11]([S:18]([CH3:21])(=[O:20])=[O:19])[N:10]=2)[CH:28]=[CH:27][CH:26]=1)([CH3:24])[CH3:23] |f:0.1.2,^1:43,45,64,83|. Procedure: Potassium carbonate (0.850 g, 6 mmol), water (1 ml) and tetrakis(triphenylphosphine)palladium (0.695 g, 0.6 mmol) were successively added under a nitrogen atmosphere, to a mixture of 4-chloro-2-methanesulfonyl-6-propyl-pyrimidine (1.17 g, 5 mmol) and 3-isopropyl-phenylboronic acid (0.984 g, 6 mmol) in dimethoxyethane (40 mL). The mixture was refluxed for 18 hours then concentrated under reduced pressure. The residue was partitioned between ethyl acetate and water. The aqueous layer was extracted...